From a dataset of the Open Reaction Database (ORD), a public repository of structured organic reaction records. describe an organic reaction: reactants, conditions, products, and yield The reactants are CC(C)(C)OC(=O)NC1CCNCC1, CCOC=C1N=C(c2cccc3ccccc23)OC1=O, C1CCOC1. Product: CC(C)(C)OC(=O)NC1CCN(C=C2N=C(c3cccc4ccccc34)OC2=O)CC1. As a reaction SMILES: [C:21]([CH3:22])([CH3:23])([CH3:24])[O:25][C:26]([NH:27][CH:28]1[CH2:29][CH2:30][NH:31][CH2:32][CH2:33]1)=[O:34].[CH2:1]([O:2][CH:4]=[C:5]1[N:6]=[C:7]([c:11]2[cH:12][cH:13][cH:14][c:15]3[cH:16][cH:17][cH:18][cH:19][c:20]23)[O:8][C:9]1=[O:10])[CH3:3].[O:35]1[CH2:36][CH2:37][CH2:38][CH2:39]1>>[CH:4](=[C:5]1[N:6]=[C:7]([c:11]2[cH:12][cH:13][cH:14][c:15]3[cH:16][cH:17][cH:18][cH:19][c:20]23)[O:8][C:9]1=[O:10])[N:31]1[CH2:30][CH2:29][CH:28]([NH:27][C:26]([O:25][C:21]([CH3:22])([CH3:23])[CH3:24])=[O:34])[CH2:33][CH2:32]1. Reactants: Cl (hydrochloric acid), C(C)(C)(C)OC(=O)N1C(CC2=CC=NC=C12)O (1-tert-Butoxycarbonyl-2-hydroxy-6-azaindoline), [OH-].[Na+] (sodium hydroxide). The solvent is O1CCCC1 (tetrahydrofuran). Reaction conditions: temperature 50 celsius. Yields the product N1C=CC=2C1=CN=CC2 (1H-Pyrrolo[2,3-c]pyridine). Reaction SMILES: C(OC([N:8]1[C:16]2[C:11](=[CH:12][CH:13]=[N:14][CH:15]=2)[CH2:10][CH:9]1O)=O)(C)(C)C.Cl.[OH-].[Na+]>O1CCCC1>[NH:8]1[C:16]2=[CH:15][N:14]=[CH:13][CH:12]=[C:11]2[CH:10]=[CH:9]1 |f:2.3|. Reported procedure: The azaindoline (step b, 1.1 g, 5.0 mmol) was dissolved in tetrahydrofuran (20 ml) and treated with 5.5M hydrochloric acid (5 ml). The mixture was heated at 50° C. for 4.5 hours cooled to 0° C. and basified with 5M sodium hydroxide (7.0 ml). The mixture was extracted with ethyl acetate (2×20 ml) and the combined ethyl acetate fractions were washed with saturated brine (20 ml), dried (Na2SO4), filtered and concentrated in vacuo to afford the title compound as a pale yellow crystalline solid; yiel...